From a dataset of the Open Reaction Database (ORD), a public repository of structured organic reaction records. describe an organic reaction: reactants, conditions, products, and yield Reactants: C(#N)C1=CC=C(C=C1)NC(C(=O)O)C1=CC(=C(C=C1)OC(C)C)OCC (2-(4-cyanophenylamino)-2-(3-ethoxy-4-isopropoxyphenyl)acetic acid), C1=CC=CC=C1 (benzene), C1=CC2=C(N=C1)N(N=N2)O (HOAt), CC(N=C=NC(C)C)C (DIC), TEA. Solvent: CCOC(=O)C (EtOAc), C(Cl)Cl.CN(C)C=O (CH2Cl2 DMF). Reaction conditions: temperature 0 celsius, time 15 minute. Product: C(#N)C1=CC=C(C=C1)NC(C(=O)ON=C(N)C1=CC=CC=C1)C1=CC(=C(C=C1)OC(C)C)OCC (N′-({2-[(4-cyanophenyl)amino]-2-(3-ethoxy-4-isopropoxyphenyl)acetyl}oxy)benzenecarboximidamide). As a reaction SMILES: [C:1]([C:3]1[CH:8]=[CH:7][C:6]([NH:9][CH:10]([C:14]2[CH:19]=[CH:18][C:17]([O:20][CH:21]([CH3:23])[CH3:22])=[C:16]([O:24][CH2:25][CH3:26])[CH:15]=2)[C:11]([OH:13])=[O:12])=[CH:5][CH:4]=1)#[N:2].[CH:27]1[CH:32]=[CH:31][CH:30]=[CH:29][CH:28]=1.C1C=[N:37][C:36]2[N:39](O)N=NC=2C=1.CC(C)N=C=NC(C)C>C(Cl)Cl.CN(C=O)C.CCOC(C)=O>[C:1]([C:3]1[CH:4]=[CH:5][C:6]([NH:9][CH:10]([C:14]2[CH:19]=[CH:18][C:17]([O:20][CH:21]([CH3:22])[CH3:23])=[C:16]([O:24][CH2:25][CH3:26])[CH:15]=2)[C:11]([O:13][N:37]=[C:36]([C:27]2[CH:32]=[CH:31][CH:30]=[CH:29][CH:28]=2)[NH2:39])=[O:12])=[CH:7][CH:8]=1)#[N:2] |f:4.5|. Procedure: To a mixture of 2-(4-cyanophenylamino)-2-(3-ethoxy-4-isopropoxyphenyl)acetic acid (US2004242585, which is incorporated herein by reference) (525 mg, 1.48 mg) and benzene amideoxime (242 mg, 1.78 mmol) in 10 mL CH2Cl2/DMF (9:1) at 0° C., were added HOAt (242 mg, 1.78 mmol), DIC (0.279 mL, 1.78 mmol) and TEA (0.248 mL, 1.78 mmol). The mixture was stirred at 0° C. for 15 min, then at rt for 6 h. The mixture was diluted with EtOAc, washed with H2O, 1 N HCl, H2O, sat. NaHCO3 and brine, dried (Na2SO4)... Reactants: N[C@H]1[C@@H](C(OC2=C1C=C(C=C2)C#N)(C)C)O (Trans-4-amino-6-cyano-3,4-dihydro-2,2-dimethyl-2H-1-benzopyran-3-ol), CN=C=O (methyl isocyanate), ClCCl (dichloromethane), ClCCl (dichloromethane). Yields the product C(#N)C=1C=CC2=C([C@H]([C@@H](C(O2)(C)C)O)N(C(=O)N)C)C1 (Trans-6-Cyano-3,4-dihydro-2,2-dimethyl-4-(N-methylureido)-2H-1-benzopyran-3-ol). As a reaction SMILES: [NH2:1][C@@H:2]1[C:7]2[CH:8]=[C:9]([C:12]#[N:13])[CH:10]=[CH:11][C:6]=2[O:5][C:4]([CH3:15])([CH3:14])[C@H:3]1[OH:16].C[N:18]=[C:19]=[O:20].Cl[CH2:22]Cl>>[C:12]([C:9]1[CH:10]=[CH:11][C:6]2[O:5][C:4]([CH3:14])([CH3:15])[C@@H:3]([OH:16])[C@H:2]([N:1]([CH3:22])[C:19]([NH2:18])=[O:20])[C:7]=2[CH:8]=1)#[N:13]. Reported procedure: Trans-4-amino-6-cyano-3,4-dihydro-2,2-dimethyl-2H-1-benzopyran-3-ol (2.00 g) in dichloromethane (30 ml) was added dropwise to a stirred solution of methyl isocyanate (0.54 ml) in dichloromethane (15 ml), the temperature being maintained at below 10° C. After 15 min a white precipitate formed and the reaction mixture was allowed to reach room temperature. The solid was filtered and recrystallised from dichloromethane to give the title compound (1.30 g) as crystals of m.p. 143°-146° C. The reactants are O=S(=O)(Cl)c1ccc(Cl)c(CBr)c1Cl, C1COCCN1. The product is O=S(=O)(c1ccc(Cl)c(CBr)c1Cl)N1CCOCC1. As a reaction SMILES: [Br:7][CH2:8][c:9]1[c:10]([Cl:20])[c:11]([S:16](=[O:17])(=[O:18])[Cl:19])[cH:12][cH:13][c:14]1[Cl:15].[CH2:1]1[CH2:2][O:3][CH2:4][CH2:5][NH:6]1>>[CH2:1]1[CH2:2][O:3][CH2:4][CH2:5][N:6]1[S:16]([c:11]1[c:10]([Cl:20])[c:9]([CH2:8][Br:7])[c:14]([Cl:15])[cH:13][cH:12]1)(=[O:17])=[O:18]. Reaction SMILES: [CH:1]([N:3]1[CH:9]=[CH:8][CH:7]=[C:6]([O:10][CH2:11][CH2:12]Br)[CH:5]=[CH:4]1)=[O:2].[N-:14]=[N+:15]=[N-:16].[Li+]>CO>[CH:1]([N:3]1[CH:9]=[CH:8][CH:7]=[C:6]([O:10][CH2:11][CH2:12][N:14]=[N+:15]=[N-:16])[CH:5]=[CH:4]1)=[O:2] |f:1.2|. The product is C(=O)N1C=CC(=CC=C1)OCCN=[N+]=[N-] (N-Formyl-4-(2'-azidoethoxy)-1H-azepin). Solvent: CO (methanol). The reactants are C(=O)N1C=CC(=CC=C1)OCCBr (N-Formyl-4-(2'-bromoethoxy)-1H-azepin), [N-]=[N+]=[N-].[Li+] (lithium azide). Procedure: To a solution of (E) (2.7 g) in methanol (15 ml), lithium azide (1.65 g) was added. The solution was refluxed for 6 hours and left over night at room temperature. The solvent was removed in vacuo, and the residue was extracted with three 15 ml portions of chloroform to give crude (F) which was purified by chromatography on silica gel with ethyl acetate as eluent. Pure (F) was obtained as a colourless oil. The IR spectrum (chloroform) showed strong bands at 2100 and 1650 cm-1.